Task: describe an organic reaction: reactants, conditions, products, and yield. Dataset: the Open Reaction Database (ORD), a public repository of structured organic reaction records The reactants are amide, C(C)(=O)Cl (acetyl chloride), FC1=CC=C(C=C1)C=1NC(=CC1C1=CC=NC=C1)C1CCN(CC1)CC (2-(4-fluorophenyl)-5-(N-ethylpiperidin-4-yl)-3-(4-pyridyl)pyrrole), compound A, O (water), Compound A. The solvent is C(Cl)Cl (methylene chloride), [OH-].[Na+] (NaOH). Run at time 2 hour. Yields the product FC1=CC=C(C=C1)C=1NC(=CC1C1=CC=NC=C1)C1CCN(CC1)C(C)=O (2-(4-fluorophenyl)-5-(N-acetylpiperidin-4-yl)-3-(4-pyridyl)pyrrole). RXN SMILES: [F:1][C:2]1[CH:7]=[CH:6][C:5]([C:8]2[NH:9][C:10]([CH:19]3[CH2:24][CH2:23][N:22]([CH2:25][CH3:26])[CH2:21][CH2:20]3)=[CH:11][C:12]=2[C:13]2[CH:18]=[CH:17][N:16]=[CH:15][CH:14]=2)=[CH:4][CH:3]=1.C(Cl)(=[O:29])C.O>C(Cl)Cl.[OH-].[Na+]>[F:1][C:2]1[CH:7]=[CH:6][C:5]([C:8]2[NH:9][C:10]([CH:19]3[CH2:24][CH2:23][N:22]([C:25](=[O:29])[CH3:26])[CH2:21][CH2:20]3)=[CH:11][C:12]=2[C:13]2[CH:18]=[CH:17][N:16]=[CH:15][CH:14]=2)=[CH:4][CH:3]=1 |f:4.5|. Reported procedure: An alternative procedure to prepare compound B from compound A is as follows: Compound A (1.0 g) in 25 ml dry methylene chloride and 10 ml of 2.5 N NaOH was cooled to 0° C. and treated with 0.25 ml of acetyl chloride dropwise. After 2 hours the solution was allowed to warm up to room temperature and stirring was continued overnight. The solution was treated with distilled water and extracted with methylene chloride. The methylene chloride layer was separated, dried over anhydrous sodium sulfate,... The reactants are CO, CCOC(C)=O, Cc1cc(Nc2nc(C=Cc3ccccc3)nc(N3CCN(C)CC3)c2[N+](=O)[O-])[nH]n1, Cl, [Na+], [OH-], O, O, Cl[Sn]Cl. Yields the product Cc1cc(Nc2nc(C=Cc3ccccc3)nc(N3CCN(C)CC3)c2N)[nH]n1. RXN SMILES: [CH3:38][OH:39].[CH3:40][CH2:41][O:42][C:43](=[O:44])[CH3:45].[CH3:6][N:7]1[CH2:8][CH2:9][N:10]([c:13]2[c:14]([N+:34]([O-:35])=[O:36])[c:15]([NH:27][c:28]3[cH:29][c:30]([CH3:33])[n:31][nH:32]3)[n:16][c:17]([CH:19]=[CH:20][c:21]3[cH:22][cH:23][cH:24][cH:25][cH:26]3)[n:18]2)[CH2:11][CH2:12]1.[ClH:37].[Na+:47].[OH-:46].[OH2:1].[OH2:2].[Sn:3]([Cl:4])[Cl:5]>>[CH3:6][N:7]1[CH2:8][CH2:9][N:10]([c:13]2[c:14]([NH2:34])[c:15]([NH:27][c:28]3[cH:29][c:30]([CH3:33])[n:31][nH:32]3)[n:16][c:17]([CH:19]=[CH:20][c:21]3[cH:22][cH:23][cH:24][cH:25][cH:26]3)[n:18]2)[CH2:11][CH2:12]1. The reactants are C(C)(=O)OC=1C(=CC2=C(C=C(C(O2)=O)C(=O)O)C1)OC(C)=O (6,7-diacetoxy-2-oxo-2H-1-benzopyran-3-carboxylic acid), S(=O)(Cl)Cl (thionyl chloride), C1=CC=CC=C1 (benzene). The reagents and catalysts are CN(C=O)C (dimethyl formamide). Run in CCCCCC (hexane). The product is C(C)(=O)OC=1C(=CC2=C(C=C(C(O2)=O)C(=O)Cl)C1)OC(C)=O (6,7-diacetoxy-2-oxo-2H-1-benzopyran-3-carbonyl chloride). RXN SMILES: [C:1]([O:4][C:5]1[C:6]([O:19][C:20](=[O:22])[CH3:21])=[CH:7][C:8]2[O:13][C:12](=[O:14])[C:11]([C:15](O)=[O:16])=[CH:10][C:9]=2[CH:18]=1)(=[O:3])[CH3:2].S(Cl)([Cl:25])=O.C1C=CC=CC=1>CN(C)C=O.CCCCCC>[C:1]([O:4][C:5]1[C:6]([O:19][C:20](=[O:22])[CH3:21])=[CH:7][C:8]2[O:13][C:12](=[O:14])[C:11]([C:15]([Cl:25])=[O:16])=[CH:10][C:9]=2[CH:18]=1)(=[O:3])[CH3:2]. Reported procedure: A mixture of 6,7-diacetoxy-2-oxo-2H-1-benzopyran-3-carboxylic acid (306 mg), thionyl chloride (80 μL), dimethyl formamide (one drop), and benzene (15 mL) was refluxed for 1 hour. After cooling to room temperature, hexane (10 mL) was added. Solids were filtered off to give 6,7-diacetoxy-2-oxo-2H-1-benzopyran-3-carbonyl chloride (286 mg). Starting materials: CCCCc1ccc(C2CC2CN2CC(C)OC(C)C2)s1, CCCCc1cccs1, CN(C=O)c1ccccc1, [Na+], [Na+], O=C([O-])[O-], O=P(Cl)(Cl)Cl. Product: CCCCc1ccc(C=O)s1. RXN SMILES: [CH2:1]([CH2:2][CH2:3][CH3:4])[c:5]1[cH:6][cH:7][c:8]([CH:10]2[CH2:11][CH:12]2[CH2:13][N:14]2[CH2:15][CH:16]([CH3:17])[O:18][CH:19]([CH3:20])[CH2:21]2)[s:9]1.[CH2:37]([c:38]1[s:39][cH:40][cH:41][cH:42]1)[CH2:43][CH2:44][CH3:45].[CH3:27][N:28]([CH:29]=[O:30])[c:31]1[cH:32][cH:33][cH:34][cH:35][cH:36]1.[Na+:46].[Na+:47].[O-:48][C:49](=[O:50])[O-:51].[P:22](=[O:23])([Cl:24])([Cl:25])[Cl:26]>>[CH2:1]([CH2:2][CH2:3][CH3:4])[c:5]1[cH:6][cH:7][c:8]([CH:10]=[O:23])[s:9]1. The reactants are FC(C=1C=C(C=C(C1)C(F)(F)F)C1(CC1)C(=O)NC=1C=NC(=CC1C1=C(C=C(C=C1)F)C)Cl)(F)F (1-[3,5-Bis(trifluoromethyl)phenyl]-N-[6-chloro-4-(4-fluoro-2-methylphenyl)-3-pyridinyl]cyclopropanecarboxamide), C1[C@@H]2N(CCN1)C(CC2)=O ((8aR)-hexahydropyrrolo[1,2-a]pyrazin-6(2H)-one), C([O-])([O-])=O.[K+].[K+] (potassium carbonate), [NH4+].[Cl-] (NH4Cl). Run in CS(=O)C (DMSO). Reaction conditions: temperature 150 celsius. Product: FC(C=1C=C(C=C(C1)C(F)(F)F)C1(CC1)C(=O)N(C)C=1C=NC(=CC1C1=C(C=C(C=C1)F)C)N1C[C@@H]2N(CC1)C(CC2)=O)(F)F (1-[3,5-Bis(trifluoromethyl)phenyl]-N-{4-(4-fluoro-2-methylphenyl)-6-[(8aR)-6-oxohexahydropyrrolo[1,2-a]pyrazin-2(1H)-yl]-3-pyridinyl}-N-methylcyclopropanecarboxamide). The yield is 20.1%. RXN SMILES: [F:1][C:2]([F:35])([F:34])[C:3]1[CH:4]=[C:5]([C:13]2([C:16]([NH:18][C:19]3[CH:20]=[N:21][C:22](Cl)=[CH:23][C:24]=3[C:25]3[CH:30]=[CH:29][C:28]([F:31])=[CH:27][C:26]=3[CH3:32])=[O:17])[CH2:15][CH2:14]2)[CH:6]=[C:7]([C:9]([F:12])([F:11])[F:10])[CH:8]=1.[CH2:36]1[NH:41][CH2:40][CH2:39][N:38]2[C:42](=[O:45])[CH2:43][CH2:44][C@H:37]12.[C:46](=O)([O-])[O-].[K+].[K+].[NH4+].[Cl-]>CS(C)=O>[F:1][C:2]([F:35])([F:34])[C:3]1[CH:4]=[C:5]([C:13]2([C:16]([N:18]([C:19]3[CH:20]=[N:21][C:22]([N:41]4[CH2:40][CH2:39][N:38]5[C:42](=[O:45])[CH2:43][CH2:44][C@@H:37]5[CH2:36]4)=[CH:23][C:24]=3[C:25]3[CH:30]=[CH:29][C:28]([F:31])=[CH:27][C:26]=3[CH3:32])[CH3:46])=[O:17])[CH2:15][CH2:14]2)[CH:6]=[C:7]([C:9]([F:12])([F:11])[F:10])[CH:8]=1 |f:2.3.4,5.6|. Procedure details: The title compound was prepared from 50 mg (0.094 mmoles) of 1-[3,5-bis(trifluoromethyl)phenyl]-N-[6-chloro-4-(4-fluoro-2-methylphenyl)-3-pyridinyl]cyclopropanecarboxamide (D2), 39 mg (0.278 mmol) of (8aR)-hexahydropyrrolo[1,2-a]pyrazin-6(2H)-one (WO 2003/066635), 26.2 mg (0.189 mmol) of potassium carbonate; the reagents were dissolved in 0.4 ml of DMSO. The reaction mixture was heated at 150° C. overnight and then added to a saturated NH4Cl solution and back extracted with DCM; the crude materi...